describe an organic reaction: reactants, conditions, products, and yield From a dataset of the Open Reaction Database (ORD), a public repository of structured organic reaction records. Reactants: [Br-], C1CCOC1, CON(C)C(=O)C(CC(C)C)c1ccccc1, C[Mg+]. Product: CC(=O)C(CC(C)C)c1ccccc1. Reaction SMILES: [Br-:23].[CH2:18]1[O:19][CH2:20][CH2:21][CH2:22]1.[CH3:1][O:2][N:3]([C:4]([CH:5]([CH2:6][CH:7]([CH3:8])[CH3:9])[c:10]1[cH:11][cH:12][cH:13][cH:14][cH:15]1)=[O:16])[CH3:17].[CH3:24][Mg+:25]>>[C:4]([CH:5]([CH2:6][CH:7]([CH3:8])[CH3:9])[c:10]1[cH:11][cH:12][cH:13][cH:14][cH:15]1)(=[O:16])[CH3:18]. Reactants: FC1=C(C#N)C(=CC=N1)I (2-fluoro-4-iodonicotinonitrile), O.NN (hydrazine hydrate). The solvent is CO (MeOH). Conditions: temperature 20 celsius, time 20 minute. The product is N(N)C1=C(C#N)C(=CC=N1)I (2-Hydrazino-4-iodonicotinonitrile). As a reaction SMILES: F[C:2]1[N:9]=[CH:8][CH:7]=[C:6]([I:10])[C:3]=1[C:4]#[N:5].O.[NH2:12][NH2:13]>CO>[NH:12]([C:2]1[N:9]=[CH:8][CH:7]=[C:6]([I:10])[C:3]=1[C:4]#[N:5])[NH2:13] |f:1.2|. Procedure: To a solution of 1.2 g of 2-fluoro-4-iodonicotinonitrile in 20 mL of MeOH at 20° C. are added 2.4 mL of hydrazine hydrate. The yellow suspension is stirred for 20 minutes at 20° C. and is then filtered. The precipitate is washed with methanol to give, after drying under vacuum, 947 mg of a white powder of 2-hydrazino-4-iodonicotinonitrile. The reactants are ClC=1C=CC2=C(N([C@H]3[C@@H](S2)[C@H]([C@@H]([C@H](O3)CO[Si](C3=CC=CC=C3)(C3=CC=CC=C3)C(C)(C)C)O)O)CCN(CC)CC)C1 ((2R, 3S, 4S, 4aS, 10aR)-8-chloro-10-(2-diethylaminoethyl) -3,4-dihydroxy-2-tert-butyldiphenylsilyloxymethyl -2, 3, 4, 4a, 10, 10a-hexahydropyrano [3, 2-b] [1, 4] benzothiazine), O1CCCC1.CN(C=O)C (tetrahydrofuran dimethylformamide), [H-].[Na+] (sodium hydride), ClCOC (chloromethylmethyl ether). The solvent is O (water), mixed solution. Reaction conditions: time 2 hour. Product: ClC=1C=CC2=C(N([C@H]3[C@@H](S2)[C@H]([C@@H]([C@H](O3)CO)OCOC)OCOC)CCN(CC)CC)C1 ((2R, 3R, 4S, 4aS, 10aR)-8-chloro-10-(2-diethylaminoethyl) -3,4-dimethoxymethyloxy-2-hydroxymethyl -2, 3, 4, 4a, 10, 10a-hexahydropyrano [3, 2-b] [1, 4] benzothiazine). As a reaction SMILES: [Cl:1][C:2]1[CH:3]=[CH:4][C:5]2[S:10][C@H:9]3[C@@H:11]([OH:35])[C@H:12]([OH:34])[C@@H:13]([CH2:15][O:16][Si](C(C)(C)C)(C4C=CC=CC=4)C4C=CC=CC=4)[O:14][C@H:8]3[N:7]([CH2:36][CH2:37][N:38]([CH2:41][CH3:42])[CH2:39][CH3:40])[C:6]=2[CH:43]=1.[O:44]1[CH2:48]CC[CH2:45]1.CN(C)C=O.[H-].[Na+].Cl[CH2:57][O:58][CH3:59]>O>[Cl:1][C:2]1[CH:3]=[CH:4][C:5]2[S:10][C@H:9]3[C@@H:11]([O:35][CH2:57][O:58][CH3:59])[C@H:12]([O:34][CH2:45][O:44][CH3:48])[C@@H:13]([CH2:15][OH:16])[O:14][C@H:8]3[N:7]([CH2:36][CH2:37][N:38]([CH2:39][CH3:40])[CH2:41][CH3:42])[C:6]=2[CH:43]=1 |f:1.2,3.4|. Procedure details: To the solution of 3.00 g of the compound (24) obtained in Example 23 in 50 ml of a mixed solution of tetrahydrofuran-dimethylformamide (4:1), 600 mg of 60% oily sodium hydride and 1.17 ml of chloromethylmethyl ether were added, and the mixture was stirred for two hours at room temperature. The reacted solution was poured into water and the mixture was extracted with ethyl acetate. The organic layer was washed with water, and saturated aqueous sodium chloride successively, and was dried over anh... Starting materials: OC1=CC(C1=O)=O (1-hydroxycyclobutene-3,4-dione), 4A, O (water). Solvent: C(CCC)O (n-butanol), C1=CC=CC=C1 (benzene). The product is C(CCC)OC1=CC(C1=O)=O (1-n-butoxycyclobutene-3,4-dione). Isolated yield 162.8%. RXN SMILES: [OH:1][C:2]1[C:5](=[O:6])[C:4](=[O:7])[CH:3]=1.O>C(O)CCC.C1C=CC=CC=1>[CH2:5]([O:1][C:2]1[C:5](=[O:6])[C:4](=[O:7])[CH:3]=1)[CH2:2][CH2:3][CH3:4]. Procedure: A suspension of 1.25 g of 1-hydroxycyclobutene-3,4-dione (A) in 10 ml of absolute n-butanol and 15 ml of benzene is heated to reflux in a Soxhlet apparatus. A passes slowly into solution. The water of reaction is bound to the molecular sieve 4A which is present in the apparatus. The reaction mixture is concentrated after 2 hours. The distillation of the residue at 105°-115° C/0.01 Torr yielded 1.6 g (=82% of theory) of 1-n-butoxycyclobutene-3,4-dione as a yellowish oil. The reactants are C(C)(C)C1=CC=C(C=C1)NC(=O)C1(CCN(CC1)CC1=CC=CC=C1)O (1-benzyl-4-hydroxy-piperidine-4-carboxylic acid (4-isopropyl-phenyl)-amide). Reagents/catalysts: [Pd] (Pd/C). Run in C(C)O (ethanol), C(C)(=O)O (acetic acid). Product: C(C)(C)C1=CC=C(C=C1)NC(=O)C1(CCNCC1)O (4-Hydroxy-piperidine-4-carboxylic acid (4-isopropyl-phenyl)-amide). Reaction SMILES: [CH:1]([C:4]1[CH:9]=[CH:8][C:7]([NH:10][C:11]([C:13]2([OH:26])[CH2:18][CH2:17][N:16](CC3C=CC=CC=3)[CH2:15][CH2:14]2)=[O:12])=[CH:6][CH:5]=1)([CH3:3])[CH3:2]>C(O)C.C(O)(=O)C.[Pd]>[CH:1]([C:4]1[CH:5]=[CH:6][C:7]([NH:10][C:11]([C:13]2([OH:26])[CH2:18][CH2:17][NH:16][CH2:15][CH2:14]2)=[O:12])=[CH:8][CH:9]=1)([CH3:3])[CH3:2]. Reported procedure: A mixture of 33 mg (0.09 mmol) 1-benzyl-4-hydroxy-piperidine-4-carboxylic acid (4-isopropyl-phenyl)-amide in 15 mL ethanol and 10 uL acetic acid was hydrogenated over Pd/C with 1 bar H2 for 2 h at room temperature. The mixture was filtered, the catalyst washed with ethanol and the filtrate evaporated to dryness yielding 33 mg (70% purity) of the title compound. MS (m/e): 263.1 [(M+H)+].